describe an organic reaction: reactants, conditions, products, and yield From a dataset of the Open Reaction Database (ORD), a public repository of structured organic reaction records. Starting materials: BrCC1=CC=C(C=C1)CBr (1,4-bis-bromomethyl-benzene), CN(C)C=O (DMF), O (Water), FC(C1=CC=C2C(=CC=NC2=C1)S)(F)F (7-trifluoromethyl-quinoline-4-thiol), CN(C)C=O (DMF), [H-].[Na+] (NaH). Conditions: time 10 minute. The product is BrCC1=C(CSC2=CC=NC3=CC(=CC=C23)C(F)(F)F)C=CC=C1 (4-(2-(Bromomethyl)benzylthio)-7-(trifluoromethyl)quinoline). The yield is 12.0%. As a reaction SMILES: [F:1][C:2]([F:15])([F:14])[C:3]1[CH:12]=[C:11]2[C:6]([C:7]([SH:13])=[CH:8][CH:9]=[N:10]2)=[CH:5][CH:4]=1.[H-].[Na+].BrC[C:20]1[CH:25]=[CH:24][C:23]([CH2:26][Br:27])=[CH:22][CH:21]=1.O.[CH3:29]N(C=O)C>>[Br:27][CH2:26][C:23]1[CH:22]=[CH:21][CH:20]=[CH:25][C:24]=1[CH2:29][S:13][C:7]1[C:6]2[C:11](=[CH:12][C:3]([C:2]([F:1])([F:14])[F:15])=[CH:4][CH:5]=2)[N:10]=[CH:9][CH:8]=1 |f:1.2|. Procedure details: In a 25 mL round-bottomed flask 7-trifluoromethyl-quinoline-4-thiol (1.0 g, 4.37 mmol) was dissolved in 10 mL DMF anhydrous and NaH (60% dispersion in oil, 184 mg) was added slowly. The reaction was stirred at RT for 10 min. In a 50 mL round-bottomed flask 1,4-bis-bromomethyl-benzene (1.27 g, 4.80 mmol) was dissolved in DMF anhydrous (10 mL) and the solution was stirred at 0° C. for 10 min. The first solution was added via syringe to this solution and the reaction was stirred at 0° C. for 15 min... Reactants: COC=1C=C(C=CC1)C(CC1N(CCC1)C)=O (1-(3-methoxyphenyl)-2-(1-methyl-2-pyrrolidinyl)ethanone), [BH4-].[Na+] (sodium borohydride). Solvent: CO (methanol), O (water). The product is COC=1C=C(C=CC1)C(CC1N(CCC1)C)O (1-(3-methoxyphenyl)-2-(1-methyl-2-pyrrolidinyl)ethanol). Reaction SMILES: [CH3:1][O:2][C:3]1[CH:4]=[C:5]([C:9](=[O:17])[CH2:10][CH:11]2[CH2:15][CH2:14][CH2:13][N:12]2[CH3:16])[CH:6]=[CH:7][CH:8]=1.[BH4-].[Na+]>CO.O>[CH3:1][O:2][C:3]1[CH:4]=[C:5]([CH:9]([OH:17])[CH2:10][CH:11]2[CH2:15][CH2:14][CH2:13][N:12]2[CH3:16])[CH:6]=[CH:7][CH:8]=1 |f:1.2|. Procedure details: 50 g of 1-(3-methoxyphenyl)-2-(1-methyl-2-pyrrolidinyl)ethanone are dissolved in 100 ml of methanol and 20 ml of water; thereafter, 4.05 g of sodium borohydride are added portionwise, with stirring. Stirring is continued for a further hour, methanol is largely distilled off, 100 ml of water are added and extraction is effected with methylene chloride. The organic phase is extracted with 400 ml of 10% strength hydrochloric acid, the hydrochloric acid aqueous phase is rendered alkaline with sodium... Starting materials: [Br-], CC(C)(C)O, Cc1ccc(S(=O)(=O)n2ccc3c2CCCC32OCC(CNC(C)C)O2)cc1. The product is Cc1ccc(S(=O)(=O)n2ccc3c2CCC(Br)C32OCC(CNC(C)C)O2)cc1. Reaction SMILES: [Br-:29].[C:30]([OH:31])([CH3:32])([CH3:33])[CH3:34].[CH:1]([CH3:2])([CH3:3])[NH:4][CH2:5][CH:6]1[O:7][C:8]2([O:9][CH2:10]1)[c:11]1[cH:12][cH:13][n:14]([S:19](=[O:20])(=[O:21])[c:22]3[cH:23][cH:24][c:25]([CH3:28])[cH:26][cH:27]3)[c:15]1[CH2:16][CH2:17][CH2:18]2>>[CH:1]([CH3:2])([CH3:3])[NH:4][CH2:5][CH:6]1[O:7][C:8]2([O:9][CH2:10]1)[c:11]1[cH:12][cH:13][n:14]([S:19](=[O:20])(=[O:21])[c:22]3[cH:23][cH:24][c:25]([CH3:28])[cH:26][cH:27]3)[c:15]1[CH2:16][CH2:17][CH:18]2[Br:29]. Starting materials: Cl.ClC1=CC=C(C(C2=CC=CC=C2)N)C=C1 (rac-4-chlorobenzhydrylamine hydrochloride), C(C1=CC=CC=C1)OC(=O)NCC(=O)O (benzyloxycarbonylamino-acetic acid). The product is C(C1=CC=CC=C1)OC(NCC(NC(C1=CC=CC=C1)C1=CC=C(C=C1)Cl)=O)=O (rac-({[(4-Chloro-phenyl)-phenyl-methyl]-carbamoyl}-methyl)-carbamic acid benzyl ester). RXN SMILES: Cl.[Cl:2][C:3]1[CH:16]=[CH:15][C:6]([CH:7]([NH2:14])[C:8]2[CH:13]=[CH:12][CH:11]=[CH:10][CH:9]=2)=[CH:5][CH:4]=1.[CH2:17]([O:24][C:25]([NH:27][CH2:28][C:29](O)=[O:30])=[O:26])[C:18]1[CH:23]=[CH:22][CH:21]=[CH:20][CH:19]=1>>[CH2:17]([O:24][C:25](=[O:26])[NH:27][CH2:28][C:29](=[O:30])[NH:14][CH:7]([C:6]1[CH:5]=[CH:4][C:3]([Cl:2])=[CH:16][CH:15]=1)[C:8]1[CH:13]=[CH:12][CH:11]=[CH:10][CH:9]=1)[C:18]1[CH:23]=[CH:22][CH:21]=[CH:20][CH:19]=1 |f:0.1|. Procedure: Prepared in analogy to example 1.1 from rac-4-chlorobenzhydrylamine hydrochloride and benzyloxycarbonylamino-acetic acid (CA [1138-80-3]). Starting materials: O=c1cc(CCOCc2ccccc2)c2cc(F)ccc2n1Cc1cc(Br)c(Br)c(Br)c1, CCO, Cl, C1COCCO1. Product: O=c1cc(CCO)c2cc(F)ccc2n1Cc1cc(Br)c(Br)c(Br)c1. As a reaction SMILES: [CH2:1]([c:2]1[cH:3][cH:4][cH:5][cH:6][cH:7]1)[O:8][CH2:9][CH2:10][c:11]1[cH:12][c:13](=[O:32])[n:14]([CH2:22][c:23]2[cH:24][c:25]([Br:31])[c:26]([Br:30])[c:27]([Br:29])[cH:28]2)[c:15]2[cH:16][cH:17][c:18]([F:21])[cH:19][c:20]12.[CH3:33][CH2:34][OH:35].[ClH:36].[O:37]1[CH2:38][CH2:39][O:40][CH2:41][CH2:42]1>>[OH:8][CH2:9][CH2:10][c:11]1[cH:12][c:13](=[O:32])[n:14]([CH2:22][c:23]2[cH:24][c:25]([Br:31])[c:26]([Br:30])[c:27]([Br:29])[cH:28]2)[c:15]2[cH:16][cH:17][c:18]([F:21])[cH:19][c:20]12.